This data is from the Open Reaction Database (ORD), a public repository of structured organic reaction records. The task is: describe an organic reaction: reactants, conditions, products, and yield Reactants: BrC=1C=C(C=CC1)C1=NC=C(C=C1)C (2-(3-bromophenyl)-5-methylpyridine), C1(=C(C=CC=C1)B(O)O)C (o-tolylboronic acid), C([O-])([O-])=O.[K+].[K+] (potassium carbonate), C(C)(=O)OCC (Ethyl acetate). The reagents and catalysts are C(C)(=O)[O-].[Pd+2].C(C)(=O)[O-] (palladium (II) acetate), C1(=CC=CC=C1)P(C1=CC=CC=C1)C1=CC=CC=C1 (triphenylphosphine). Solvent: C(OC)COC (dimethoxyethane), O (water). Product: CC1=C(C=CC=C1)C1=CC(=CC=C1)C1=NC=C(C=C1)C (2-(2′-methylbiphenyl-3-yl)5-methylpyridine). Isolated yield 108.8%. Reaction SMILES: Br[C:2]1[CH:3]=[C:4]([C:8]2[CH:13]=[CH:12][C:11]([CH3:14])=[CH:10][N:9]=2)[CH:5]=[CH:6][CH:7]=1.[C:15]1([CH3:24])[CH:20]=[CH:19][CH:18]=[CH:17][C:16]=1B(O)O.C(=O)([O-])[O-].[K+].[K+].C(OCC)(=O)C>C(COC)OC.O.C([O-])(=O)C.[Pd+2].C([O-])(=O)C.C1(P(C2C=CC=CC=2)C2C=CC=CC=2)C=CC=CC=1>[CH3:24][C:15]1[CH:20]=[CH:19][CH:18]=[CH:17][C:16]=1[C:2]1[CH:7]=[CH:6][CH:5]=[C:4]([C:8]2[CH:13]=[CH:12][C:11]([CH3:14])=[CH:10][N:9]=2)[CH:3]=1 |f:2.3.4,8.9.10|. Procedure details: To a solution of 2-(3-bromophenyl)-5-methylpyridine (26.4 g, 106 mmol), o-tolylboronic acid (17.4 g, 128 mmol), palladium (II) acetate (0.60 g, 2.7 mmol), and triphenylphosphine (2.8 g, 10.7 mmol) in 215 mL of dimethoxyethane was added a solution of potassium carbonate (39.7 g, 287 mmol) in 145 mL of water. The reaction mixture was heated at reflux under a nitrogen atmosphere for 16 h and cooled. Ethyl acetate was added, and the aqueous phase was discarded. Evaporation of the organic phase after... The reactants are C(C1=CC=CC=C1)[C@@H]1N(C(OC1)=O)C([C@H](CC1=CC=C(C2=C1SC=C2)OCCC=2N=C(OC2C)C2=CC=CC=C2)OC)=O ((S)-4-benzyl-3-((2S)-2-methoxy-3-{4-[2-(5-methyl-2-phenyl-oxazol-4-yl)-ethoxy]-benzo[b]thiophen-7-yl}-propionyl)-oxazolidin-2-one), [OH-].[Na+] (NaOH), C1CCOC1 (THF). The product is CO[C@H](C(=O)O)CC1=CC=C(C2=C1SC=C2)OCCC=2N=C(OC2C)C2=CC=CC=C2 ((S)-2-Methoxy-3-{4-[2-(5-methyl-2-phenyl-oxazol-4-yl)-ethoxy]-benzo[b]thiophen-7-yl}-propionic acid). Reaction SMILES: C([C@H]1COC(=O)N1C(=O)[C@@H:15]([O:41][CH3:42])[CH2:16][C:17]1[C:22]2[S:23][CH:24]=[CH:25][C:21]=2[C:20]([O:26][CH2:27][CH2:28][C:29]2[N:30]=[C:31]([C:35]3[CH:40]=[CH:39][CH:38]=[CH:37][CH:36]=3)[O:32][C:33]=2[CH3:34])=[CH:19][CH:18]=1)C1C=CC=CC=1.[OH-:44].[Na+].C1[CH2:50][O:49]CC1>>[CH3:42][O:41][C@@H:15]([CH2:16][C:17]1[C:22]2[S:23][CH:24]=[CH:25][C:21]=2[C:20]([O:26][CH2:27][CH2:28][C:29]2[N:30]=[C:31]([C:35]3[CH:40]=[CH:39][CH:38]=[CH:37][CH:36]=3)[O:32][C:33]=2[CH3:34])=[CH:19][CH:18]=1)[C:50]([OH:49])=[O:44] |f:1.2|. Procedure details: 0.195 g of the above prepared (S)-4-benzyl-3-((2S)-2-methoxy-3-{4-[2-(5-methyl-2-phenyl-oxazol-4-yl)-ethoxy]-benzo[b]thiophen-7-yl}-propionyl)-oxazolidin-2-one (0.32 mmol) was dissolved in 2.25 ml of THF and treated with 0.81 ml of 1N NaOH (2.5 eq.). The reaction mixture was kept at 0° and progress of the hydrolysis followed by TLC. After 1 h the reaction mixture was quenched by pouring onto crashed ice/HCl. Twofold extraction with AcOEt, washing with water and brine, drying over magnesium sulfa... Reactants: ClC1=CC=C(C=C1)[C@@H](C(=O)OC)C1CC1 (methyl (2S)-(4-chlorophenyl)(cyclopropyl)ethanoate), [H-].C(C(C)C)[Al+]CC(C)C (diisobutyl aluminum hydride), solution. The solvent is C(Cl)Cl (methylene chloride), C(Cl)Cl (methylene chloride). Product: ClC1=CC=C(C=C1)[C@@H](CO)C1CC1 ((2S)-2-(4-chlorophenyl)-2-cyclopropylethanol). Isolated yield 80.6%. Reaction SMILES: [Cl:1][C:2]1[CH:7]=[CH:6][C:5]([C@H:8]([CH:13]2[CH2:15][CH2:14]2)[C:9](OC)=[O:10])=[CH:4][CH:3]=1.[H-].C([Al+]CC(C)C)C(C)C>C(Cl)Cl>[Cl:1][C:2]1[CH:3]=[CH:4][C:5]([C@H:8]([CH:13]2[CH2:15][CH2:14]2)[CH2:9][OH:10])=[CH:6][CH:7]=1 |f:1.2|. Reported procedure: To a stirred solution of methyl (2S)-(4-chlorophenyl)(cyclopropyl)ethanoate (7.72 g, 34.4 mmol) in methylene chloride (300 ml) at −78° C. under nitrogen is added diisobutyl aluminum hydride (86 ml of a 1.0 M solution in methylene chloride, 86.0 mmol). The reaction mixture is allowed to warm to room temperature and stirred for an additional hour. The reaction is quenched by the addition of saturated aqueous ammonium chloride and then filtered. The organic layer is separated, dried over anhydrous ... Starting materials: CC1=CC=C(C=C1)C1=CC(=NN1C1=CC=C(C=C1)S(=O)(=O)O)C(F)(F)F (4-(5-p-methylphenyl-3-trifluoromethyl-pyrazol-1-yl)-benzenesulfonic acid), ClCCl (dichloromethane). Run in CN(C=O)C (N,N-dimethylformamide). Yields the product CC1=CC=C(C=C1)C1=CC(=NN1C1=CC=C(C=C1)S(=O)(=O)Cl)C(F)(F)F (4-(5-p-methylphenyl-3-trifluoromethyl-pyrazol-1-yl)-benzenesulfonyl chloride). The yield is 74.4%. As a reaction SMILES: [CH3:1][C:2]1[CH:7]=[CH:6][C:5]([C:8]2[N:12]([C:13]3[CH:18]=[CH:17][C:16]([S:19](O)(=[O:21])=[O:20])=[CH:15][CH:14]=3)[N:11]=[C:10]([C:23]([F:26])([F:25])[F:24])[CH:9]=2)=[CH:4][CH:3]=1.[Cl:27]CCl>CN(C)C=O>[CH3:1][C:2]1[CH:7]=[CH:6][C:5]([C:8]2[N:12]([C:13]3[CH:18]=[CH:17][C:16]([S:19]([Cl:27])(=[O:21])=[O:20])=[CH:15][CH:14]=3)[N:11]=[C:10]([C:23]([F:26])([F:25])[F:24])[CH:9]=2)=[CH:4][CH:3]=1. Procedure: To a stirred suspension of 4-(5-p-methylphenyl-3-trifluoromethyl-pyrazol-1-yl)-benzenesulfonic acid (43 g, 0.112 mol) in dichloromethane (250 ml) phosphorous pentachloride (34.20 g, 0.168 mol) was added portion-wise at room temperature, followed by addition of N,N-dimethylformamide (10 ml). The so obtained suspension was refluxed for 8 h, then concentrated in vacuo. The residue was partitioned between ethyl acetate (150 ml) and water (150 ml) and separated. The aqueous phase was extracted with e... The reactants are COc1cc(C(=O)N2CCC(CCN3CCC(Nc4nc5ccccc5[nH]4)CC3)(c3ccc(F)cc3)C2)cc(OC)c1OC, C[Si](C)(C)[N-][Si](C)(C)C, Cc1ccccc1, CCOC(C)=O, ClCCl, [K+], C1CCOC1, ClCc1ccccn1. Product: COc1cc(C(=O)N2CCC(CCN3CCC(Nc4nc5ccccc5n4Cc4ccccn4)CC3)(c3ccc(F)cc3)C2)cc(OC)c1OC. Reaction SMILES: [CH3:1][O:2][c:3]1[cH:4][c:5]([C:6](=[O:7])[N:8]2[CH2:9][C:10]([c:13]3[cH:14][cH:15][c:16]([F:19])[cH:17][cH:18]3)([CH2:20][CH2:21][N:22]3[CH2:23][CH2:24][CH:25]([NH:28][c:29]4[n:30][c:31]5[c:32]([nH:33]4)[cH:34][cH:35][cH:36][cH:37]5)[CH2:26][CH2:27]3)[CH2:11][CH2:12]2)[cH:38][c:39]([O:43][CH3:44])[c:40]1[O:41][CH3:42].[CH3:45][Si:46]([N-:47][Si:48]([CH3:49])([CH3:50])[CH3:51])([CH3:52])[CH3:53].[CH3:55][c:56]1[cH:57][cH:58][cH:59][cH:60][cH:61]1.[CH3:75][CH2:76][O:77][C:78](=[O:79])[CH3:80].[Cl:81][CH2:82][Cl:83].[K+:54].[O:70]1[CH2:71][CH2:72][CH2:73][CH2:74]1.[c:62]1([CH2:68][Cl:69])[cH:63][cH:64][cH:65][cH:66][n:67]1>>[CH3:1][O:2][c:3]1[cH:4][c:5]([C:6](=[O:7])[N:8]2[CH2:9][C:10]([c:13]3[cH:14][cH:15][c:16]([F:19])[cH:17][cH:18]3)([CH2:20][CH2:21][N:22]3[CH2:23][CH2:24][CH:25]([NH:28][c:29]4[n:30]([CH2:68][c:62]5[cH:63][cH:64][cH:65][cH:66][n:67]5)[c:31]5[c:32]([n:33]4)[cH:34][cH:35][cH:36][cH:37]5)[CH2:26][CH2:27]3)[CH2:11][CH2:12]2)[cH:38][c:39]([O:43][CH3:44])[c:40]1[O:41][CH3:42]. The product is NC(=O)c1ccc(F)nc1F. As a reaction SMILES: [Cl:22][CH2:23][CH2:24][Cl:25].[F:1][c:2]1[c:3]([C:4](=[O:5])[OH:6])[cH:7][cH:8][c:9]([F:11])[n:10]1.[NH3:21].[O:16]=[CH:17][N:18]([CH3:19])[CH3:20].[S:12]([Cl:13])([Cl:14])=[O:15]>>[F:1][c:2]1[c:3]([C:4](=[O:5])[NH2:18])[cH:7][cH:8][c:9]([F:11])[n:10]1. The reactants are ClCCCl, O=C(O)c1ccc(F)nc1F, N, CN(C)C=O, O=S(Cl)Cl. Yields the product CC1=[N+](C=CC(=C1)[N+](=O)[O-])[O-] (2-Methyl-4-nitropyridine 1-oxide). Reaction conditions: temperature 0 celsius, time 12 hour. Solvent: petroleum ether, CCOC(=O)C (EtOAc), CCOC(=O)C (EtOAc). Reaction SMILES: OS(O)(=O)=O.[CH3:6][C:7]1[CH:12]=[CH:11][CH:10]=[CH:9][N+:8]=1[O-:13].[N+:14]([O-])([OH:16])=[O:15].[OH-].[Na+]>CCOC(C)=O>[CH3:6][C:7]1[CH:12]=[C:11]([N+:14]([O-:16])=[O:15])[CH:10]=[CH:9][N+:8]=1[O-:13] |f:3.4|. Procedure details: A 25 mL round bottom flask was charged with conc. H2SO4 (1 mL) and cooled to 0° C. 2-Methylpyridine 1-oxide (0.4 g, 0.003 mol, Aldrich) was added in one portion, followed by the addition of fuming HNO3 (1 mL, spectrochem, india) in a drop-wise fashion. The reaction was stirred at rt for 30 min and a further 12 h at 70° C. Reaction progress was monitored by TLC (50% EtOAc in petroleum ether). After completion of the reaction, EtOAc (10 mL) was added to the reaction mixture after cooling to 0° C. ... Reactants: OS(=O)(=O)O (H2SO4), [OH-].[Na+] (NaOH), CC1=[N+](C=CC=C1)[O-] (2-Methylpyridine 1-oxide), [N+](=O)(O)[O-] (HNO3). Starting materials: CC(=O)O, Cl, CCOC(=O)c1cn(C2CC2F)c2c(C)c(F)cc(O)c2c1=O, O. The product is Cc1c(F)cc(O)c2c(=O)c(C(=O)O)cn(C3CC3F)c12. As a reaction SMILES: [CH3:24][C:25](=[O:26])[OH:27].[ClH:28].[F:1][c:2]1[cH:3][c:4]([OH:23])[c:5]2[c:6](=[O:22])[c:7]([C:17](=[O:18])[O:19][CH2:20][CH3:21])[cH:8][n:9]([CH:13]3[CH:14]([F:16])[CH2:15]3)[c:10]2[c:11]1[CH3:12].[OH2:29]>>[F:1][c:2]1[cH:3][c:4]([OH:23])[c:5]2[c:6](=[O:22])[c:7]([C:17](=[O:18])[OH:19])[cH:8][n:9]([CH:13]3[CH:14]([F:16])[CH2:15]3)[c:10]2[c:11]1[CH3:12]. Reactants: CO (methanol), S(=O)(=O)([O-])S(=O)[O-].[Na+].[Na+] (sodium metabisulfite), O(C1=CC=CC=C1)C=1C=C(C=O)C=CC1 (m-phenoxy-benzaldehyde). The solvent is O (water), C(C)(C)OC(C)C (isopropyl ether). Run at time 3 hour. Yields the product S([O-])(O)=O (bisulfite), O(C1=CC=CC=C1)C=1C=C(C=O)C=CC1 (m-phenoxy-benzaldehyde). The yield is 95.5%. RXN SMILES: [S:1](S([O-])=O)([O-:4])(=[O:3])=[O:2].[Na+].[Na+].[O:10]([C:17]1[CH:18]=[C:19]([CH:22]=[CH:23][CH:24]=1)[CH:20]=[O:21])[C:11]1[CH:16]=[CH:15][CH:14]=[CH:13][CH:12]=1.CO>O.C(OC(C)C)(C)C>[S:1](=[O:2])([OH:4])[O-:3].[O:10]([C:17]1[CH:18]=[C:19]([CH:22]=[CH:23][CH:24]=1)[CH:20]=[O:21])[C:11]1[CH:12]=[CH:13][CH:14]=[CH:15][CH:16]=1 |f:0.1.2|. Procedure details: A solution of 200 g of sodium metabisulfite in 800 ml of water was added to a solution of 200 g of m-phenoxy-benzaldehyde in 800 ml of isopropyl ether and after the addition of 250 ml of methanol, the mixture was stirred for 3 hours and was vacuum filtered. The recovered precipitate was washed with 1--1 water-methanol mixture and then with isopropyl ether and was dried to obtain 295 g of the combination bisulfite of m-phenoxy-benzaldehyde (titer of 95.5% mobile hydrogen). The product was crystal... Reactants: [H][H] (hydrogen), OC1=CC=C(C=C1)C(C(=O)OC)C(=O)OC (dimethyl (4-hydroxyphenyl)malonate). Reagents/catalysts: [Rh] (rhodium/carbon). Solvent: CO (methanol). Product: OC1CCC(CC1)C(C(=O)OC)C(=O)OC (dimethyl (4-hydroxycyclohexyl)malonate). As a reaction SMILES: [H][H].[OH:3][C:4]1[CH:9]=[CH:8][C:7]([CH:10]([C:15]([O:17][CH3:18])=[O:16])[C:11]([O:13][CH3:14])=[O:12])=[CH:6][CH:5]=1>CO.[Rh]>[OH:3][CH:4]1[CH2:5][CH2:6][CH:7]([CH:10]([C:11]([O:13][CH3:14])=[O:12])[C:15]([O:17][CH3:18])=[O:16])[CH2:8][CH2:9]1. Reported procedure: At 60° C. and a hydrogen pressure of 150 bar, 67.3 g of dimethyl (4-hydroxyphenyl)malonate in 500 ml of methanol were hydrogenated in the presence of 5 g of rhodium/carbon catalyst (5%). The catalyst was filtered off and the mixture was concentrated. This to give the title product as a colourless oil.